From a dataset of the Open Reaction Database (ORD), a public repository of structured organic reaction records. describe an organic reaction: reactants, conditions, products, and yield Reactants: C(=O)(OCC1=CC=CC=C1)NC(CC1=NC=CC=C1)(C1=CC=CC=C1)CCCC1OCCO1 (N-carbobenzoxy-α-[3-(1,3-dioxolan-2-yl)propyl]-α-phenyl-2-pyridineethanamine), C(=O)(O)[O-].[Na+] (NaHCO3). Solvent: Cl (HCl). Conditions: time 8 hour. The product is C(=O)(OCC1=CC=CC=C1)NC(CC1=NC=CC=C1)(CCCC=O)C1=CC=CC=C1 (N-carbobenzoxy-α-phenyl-α-(4-oxobutyl)-2-pyridineethanamine). Yield: 119.8%. RXN SMILES: [C:1]([NH:11][C:12]([CH2:26][CH2:27][CH2:28][CH:29]1OCC[O:30]1)([C:20]1[CH:25]=[CH:24][CH:23]=[CH:22][CH:21]=1)[CH2:13][C:14]1[CH:19]=[CH:18][CH:17]=[CH:16][N:15]=1)([O:3][CH2:4][C:5]1[CH:10]=[CH:9][CH:8]=[CH:7][CH:6]=1)=[O:2].C([O-])(O)=O.[Na+]>Cl>[C:1]([NH:11][C:12]([C:20]1[CH:21]=[CH:22][CH:23]=[CH:24][CH:25]=1)([CH2:26][CH2:27][CH2:28][CH:29]=[O:30])[CH2:13][C:14]1[CH:19]=[CH:18][CH:17]=[CH:16][N:15]=1)([O:3][CH2:4][C:5]1[CH:6]=[CH:7][CH:8]=[CH:9][CH:10]=1)=[O:2] |f:1.2|. Procedure: The amine of step (b) (25 g) was dissolved in 1N HCl (300 ml) and stirred at room temperature overnight to hydrolyze the acetal group. The solution was neutralized with NaHCO3 and the amine was extracted into chloroform. Concentration of the chloroform afforded the subtitle compound (27 g) as a yellow solid.